Task: describe an organic reaction: reactants, conditions, products, and yield. Dataset: the Open Reaction Database (ORD), a public repository of structured organic reaction records Reactants: CCOC(=O)C (EtOAc), CCCCCC (hexane), C(=O)C=1C=C2C=CNC2=CC1 (5-Formyl indole), NH4OAc, [N+](=O)([O-])C (nitromethane). The product is [N+](=O)([O-])C=CC=1C=C2C=CNC2=CC1 (5-(2-nitro-vinyl)-1H-indole). Yield: 11.0%. RXN SMILES: [CH:1]([C:3]1[CH:4]=[C:5]2[C:9](=[CH:10][CH:11]=1)[NH:8][CH:7]=[CH:6]2)=O.CCOC(C)=O.CCCCCC.[N+:24]([CH3:27])([O-:26])=[O:25]>>[N+:24]([CH:27]=[CH:1][C:3]1[CH:4]=[C:5]2[C:9](=[CH:10][CH:11]=1)[NH:8][CH:7]=[CH:6]2)([O-:26])=[O:25]. Procedure details: 5-Formyl indole (14.5 g) was refluxed with NH4OAc (10.0 g) in nitromethane ((100 mL) for 3 hours. The mixture was cooled and evaporated under reduced pressure. The residue was recrystallized from isopropanol to give the first portion of intermediate and the mother liquid was purified by chromatograph (EtOAc:hexane=1:4 to 2:3) to the second portion intermediate of 5-(2-nitro-vinyl)-1H-indole (2.09 g combined, in 11% yield), which was treated with NaBH4 (1.85 g) in methanol (150 mL) at room temper... The reactants are Nc1ccc(Br)cc1OC(F)(F)F, Cn1c(C#N)ccc1B(O)O, CC(C)(C)P(C(C)(C)C)C(C)(C)C, [F-], [K+], O=C(C=Cc1ccccc1)C=Cc1ccccc1, O=C(C=Cc1ccccc1)C=Cc1ccccc1, O=C(C=Cc1ccccc1)C=Cc1ccccc1, [Pd], [Pd]. Product: Cn1c(C#N)ccc1-c1ccc(N)c(OC(F)(F)F)c1. As a reaction SMILES: [Br:1][c:2]1[cH:3][c:4]([O:9][C:10]([F:11])([F:12])[F:13])[c:5]([NH2:6])[cH:7][cH:8]1.[C:14](#[N:15])[c:16]1[cH:17][cH:18][c:19]([B:22]([OH:23])[OH:24])[n:20]1[CH3:21].[C:27]([P:28]([C:29]([CH3:30])([CH3:31])[CH3:32])[C:33]([CH3:34])([CH3:35])[CH3:36])([CH3:37])([CH3:38])[CH3:39].[F-:25].[K+:26].[O:42]=[C:43]([CH:44]=[CH:45][c:46]1[cH:47][cH:48][cH:49][cH:50][cH:51]1)[CH:52]=[CH:53][c:54]1[cH:55][cH:56][cH:57][cH:58][cH:59]1.[O:60]=[C:61]([CH:62]=[CH:63][c:64]1[cH:65][cH:66][cH:67][cH:68][cH:69]1)[CH:70]=[CH:71][c:72]1[cH:73][cH:74][cH:75][cH:76][cH:77]1.[O:78]=[C:79]([CH:80]=[CH:81][c:82]1[cH:83][cH:84][cH:85][cH:86][cH:87]1)[CH:88]=[CH:89][c:90]1[cH:91][cH:92][cH:93][cH:94][cH:95]1.[Pd:40].[Pd:41]>>[c:2]1(-[c:19]2[cH:18][cH:17][c:16]([C:14]#[N:15])[n:20]2[CH3:21])[cH:3][c:4]([O:9][C:10]([F:11])([F:12])[F:13])[c:5]([NH2:6])[cH:7][cH:8]1. The reactants are BrC=1C=NC=2N(C1)N=C(C2)C(=O)O (6-bromo-pyrazolo[1,5-a]pyrimidine-2-carboxylic acid), FC1=C2CCNC(C2=CC=C1)CC (5-fluoro-1-ethyl-1,2,3,4-tetrahydro-isoquinoline). Yields the product BrC=1C=NC=2N(C1)N=C(C2)C(=O)N2C(C1=CC=CC(=C1CC2)F)CC ((6-Bromo-pyrazolo[1,5-a]pyrimidin-2-yl)-(5-fluoro-1-ethyl-3,4-dihydro-1H-isoquinolin-2-yl)-methanone). As a reaction SMILES: [Br:1][C:2]1[CH:3]=[N:4][C:5]2[N:6]([N:8]=[C:9]([C:11]([OH:13])=O)[CH:10]=2)[CH:7]=1.[F:14][C:15]1[CH:24]=[CH:23][CH:22]=[C:21]2[C:16]=1[CH2:17][CH2:18][NH:19][CH:20]2[CH2:25][CH3:26]>>[Br:1][C:2]1[CH:3]=[N:4][C:5]2[N:6]([N:8]=[C:9]([C:11]([N:19]3[CH2:18][CH2:17][C:16]4[C:21](=[CH:22][CH:23]=[CH:24][C:15]=4[F:14])[CH:20]3[CH2:25][CH3:26])=[O:13])[CH:10]=2)[CH:7]=1. Procedure details: In close analogy to the procedure described in Example 1, 6-bromo-pyrazolo[1,5-a]pyrimidine-2-carboxylic acid is reacted with 5-fluoro-1-ethyl-1,2,3,4-tetrahydro-isoquinoline to provide the title compound in moderate yield. Starting materials: C1(=CC=CC=C1)C1=CC=CC(=N1)C(=O)O (6-phenylpicolinic acid), OP(=O)([O-])[O-].[K+].[K+] (K2HPO4), C1=CC(=CC(=C1)Cl)C(=O)OO (m-CPBA). Run in ClC(C)Cl (dichloroethane). Run at temperature 60 celsius. Yields the product C1(=CC=CC=C1)C=1C=CC=C([N+]1[O-])C(=O)O (6-Phenylpicolinic acid N-oxide). The yield is 68.2%. As a reaction SMILES: [C:1]1([C:7]2[N:12]=[C:11]([C:13]([OH:15])=[O:14])[CH:10]=[CH:9][CH:8]=2)[CH:6]=[CH:5][CH:4]=[CH:3][CH:2]=1.[OH:16]P([O-])([O-])=O.[K+].[K+].C1C=C(Cl)C=C(C(OO)=O)C=1>ClC(Cl)C>[C:1]1([C:7]2[CH:8]=[CH:9][CH:10]=[C:11]([C:13]([OH:15])=[O:14])[N+:12]=2[O-:16])[CH:2]=[CH:3][CH:4]=[CH:5][CH:6]=1 |f:1.2.3|. Procedure details: A mixture of 6-phenylpicolinic acid (150 mg, 0.75 mmol), K2HPO4 (600 mg) m-CPBA (300 mg, max 70% from Aldrich) in dichloroethane (8.0 mL) was heated at 60° C. for 1.5 h. Additional m-CPBA (2×300 mg) was added and the mixture was heated at 60° C. for 40 min. The reaction mixture was purified by preparative HPLC to afford the desired product (110 mg, 68%) as a white solid. 1H NMR (DMF-d7) δ 8.57 (s, 1H), 8.43 (d, 1H, J=2.2 Hz), 8.10–7.88 (m, 5H), 7.59–7.57 (m, 3H).